Dataset: the Open Reaction Database (ORD), a public repository of structured organic reaction records. Task: describe an organic reaction: reactants, conditions, products, and yield Starting materials: C(#N)[BH3-].[Na+] (Sodium cyanoborohydride), COC(C1=C(C=C(C=C1)NC(=O)C1=CC=C2C=CNC2=C1)Cl)=O (2-chloro-4-[(1H-indole-6-carbonyl)-amino]-benzoic acid methyl ester), [OH-].[NH4+] (ammonium hydroxide). Solvent: O (water), ClCCl (dichloromethane), C(C)(=O)O (acetic acid). Reaction conditions: temperature 0 celsius, time 30 minute. Yields the product COC(C1=C(C=C(C=C1)NC(=O)C1=CC=C2CCNC2=C1)Cl)=O (2-chloro-4-[(2,3-dihydro-1H-indole-6-carbonyl)-amino]-benzoic acid methyl ester). Reaction SMILES: C([BH3-])#N.[Na+].[CH3:5][O:6][C:7](=[O:27])[C:8]1[CH:13]=[CH:12][C:11]([NH:14][C:15]([C:17]2[CH:25]=[C:24]3[C:20]([CH:21]=[CH:22][NH:23]3)=[CH:19][CH:18]=2)=[O:16])=[CH:10][C:9]=1[Cl:26].[OH-].[NH4+]>C(O)(=O)C.O.ClCCl>[CH3:5][O:6][C:7](=[O:27])[C:8]1[CH:13]=[CH:12][C:11]([NH:14][C:15]([C:17]2[CH:25]=[C:24]3[C:20]([CH2:21][CH2:22][NH:23]3)=[CH:19][CH:18]=2)=[O:16])=[CH:10][C:9]=1[Cl:26] |f:0.1,3.4|. Reported procedure: Sodium cyanoborohydride (2.6 g, 41.6 mmol, 3 equiv.) was added to a stirred solution of 2-chloro-4-[(1H-indole-6-carbonyl)-amino]-benzoic acid methyl ester (1.4 g, 4.2 mmol, 1 equiv.) in acetic acid (25 mL) over 5 minutes at room temperature. The mixture was stirred for 30 minutes then cooled to 0° C. and poured onto concentrated ammonium hydroxide (78 mL, d=0.880) at 0° C. The mixture was diluted with water (25 mL) and dichloromethane (25 mL), the organic layer was separated and the aqueous lay...